From a dataset of the Open Reaction Database (ORD), a public repository of structured organic reaction records. describe an organic reaction: reactants, conditions, products, and yield Reactants: O=C([O-])[O-], Cc1ccc(S(=O)(=O)OCCCN(C)C)cc1, CN(C)C=O, NC(=O)c1sc(-n2cnc3ccc(O)cc32)nc1-c1cccc(Cl)c1, [Cs+], [Cs+]. Product: CN(C)CCCOc1ccc2ncn(-c3nc(-c4cccc(Cl)c4)c(C(N)=O)s3)c2c1. Reaction SMILES: [C:43](=[O:44])([O-:45])[O-:46].[CH3:26][N:27]([CH2:28][CH2:29][CH2:30][O:31][S:32]([c:33]1[cH:34][cH:35][c:36]([CH3:37])[cH:38][cH:39]1)(=[O:40])=[O:41])[CH3:42].[CH3:49][N:50]([CH3:51])[CH:52]=[O:53].[Cl:1][c:2]1[cH:3][c:4](-[c:8]2[n:9][c:10](-[n:16]3[cH:17][n:18][c:19]4[c:20]3[cH:21][c:22]([OH:25])[cH:23][cH:24]4)[s:11][c:12]2[C:13](=[O:14])[NH2:15])[cH:5][cH:6][cH:7]1.[Cs+:47].[Cs+:48]>>[Cl:1][c:2]1[cH:3][c:4](-[c:8]2[n:9][c:10](-[n:16]3[cH:17][n:18][c:19]4[c:20]3[cH:21][c:22]([O:25][CH2:30][CH2:29][CH2:28][N:27]([CH3:26])[CH3:42])[cH:23][cH:24]4)[s:11][c:12]2[C:13](=[O:14])[NH2:15])[cH:5][cH:6][cH:7]1. Reactants: CC(=O)OC(C)=O, NCCN(Cc1ccccc1)C1CC1. Yields the product CC(=O)NCCN(Cc1ccccc1)C1CC1. Reaction SMILES: [CH3:15][C:16](=[O:17])[O:18][C:19](=[O:20])[CH3:21].[CH:1]1([N:4]([CH2:5][CH2:6][NH2:7])[CH2:8][c:9]2[cH:10][cH:11][cH:12][cH:13][cH:14]2)[CH2:2][CH2:3]1>>[CH:1]1([N:4]([CH2:5][CH2:6][NH:7][C:16]([CH3:15])=[O:17])[CH2:8][c:9]2[cH:10][cH:11][cH:12][cH:13][cH:14]2)[CH2:2][CH2:3]1. Starting materials: BrC=1C=C2CCCN(C2=NC1C(OC)OC)C(=O)NC1=NC=C(C=C1)C#N (6-bromo-N-(5-cyanopyridin-2-yl)-7-(dimethoxymethyl)-3,4-dihydro-1,8-naphthyridine-1(2H)-carboxamide), BrC=1C=C2CCCN(C2=NC1C(OC)OC)C(=O)NC1=NC=C(C=C1)C#N (6-bromo-N-(5-cyanopyridin-2-yl)-7-(dimethoxymethyl)-3,4-dihydro-1,8-naphthyridine-1(2H)-carboxamide), [Li]C (MeLi), [NH4+].[Cl-] (NH4Cl), [NH4+].[Cl-] (NH4Cl), [Li]CCCC (n-BuLi), CN(C)C=O (DMF), [BH4-].[Na+] (NaBH4). The solvent is C1CCOC1 (THF), C(Cl)Cl (DCM). Reaction conditions: time 5 minute. Product: C(#N)C=1C=CC(=NC1)NC(=O)N1CCCC2=CC(=C(N=C12)C(OC)OC)CO (N-(5-cyanopyridin-2-yl)-7-(dimethoxymethyl)-6-(hydroxymethyl)-3,4-dihydro-1,8-naphthyridine-1(2H)-carboxamide). As a reaction SMILES: Br[C:2]1[CH:3]=[C:4]2[C:9](=[N:10][C:11]=1[CH:12]([O:15][CH3:16])[O:13][CH3:14])[N:8]([C:17]([NH:19][C:20]1[CH:25]=[CH:24][C:23]([C:26]#[N:27])=[CH:22][N:21]=1)=[O:18])[CH2:7][CH2:6][CH2:5]2.[Li]C.[Li]CCCC.CN([CH:38]=[O:39])C.[NH4+].[Cl-].[BH4-].[Na+]>C1COCC1.C(Cl)Cl>[C:26]([C:23]1[CH:24]=[CH:25][C:20]([NH:19][C:17]([N:8]2[C:9]3[C:4](=[CH:3][C:2]([CH2:38][OH:39])=[C:11]([CH:12]([O:15][CH3:16])[O:13][CH3:14])[N:10]=3)[CH2:5][CH2:6][CH2:7]2)=[O:18])=[N:21][CH:22]=1)#[N:27] |f:4.5,6.7|. Procedure: To a solution of 6-bromo-N-(5-cyanopyridin-2-yl)-7-(dimethoxymethyl)-3,4-dihydro-1,8-naphthyridine-1(2H)-carboxamide (intermediate 2H, 171 mg, 0.396 mmol) in THF (5 ml) at −78° C., was added MeLi (1.6 M in Et2O, 0.247 ml, 0.396 mmol), the solution was stirred for 5 min. Then, n-BuLi (1.6 M in hexane, 0.272 ml, 0.435 mmol) was added and the solution was stirred for 20 min. Then, DMF (0.184 ml, 2.37 mmol) was added. The reaction mixture was stirred at −78° C. for 1.5 h and then allowed to warm to ... Starting materials: [H-].[Na+] (sodium hydride), IC1=CC=C(C=C1)O (para-iodo-phenol), C(C1=CC=CC=C1)Br (benzyl bromide). Solvent: CN(C=O)C (dimethylformamide). Reaction conditions: time 30 minute. Yields the product IC1=CC=C(C=C1)OCC1=CC=CC=C1 (1-iodo-4-(phenylmethoxy)-benzene). As a reaction SMILES: [H-].[Na+].[I:3][C:4]1[CH:9]=[CH:8][C:7]([OH:10])=[CH:6][CH:5]=1.[CH2:11](Br)[C:12]1[CH:17]=[CH:16][CH:15]=[CH:14][CH:13]=1>CN(C)C=O>[I:3][C:4]1[CH:9]=[CH:8][C:7]([O:10][CH2:11][C:12]2[CH:17]=[CH:16][CH:15]=[CH:14][CH:13]=2)=[CH:6][CH:5]=1 |f:0.1|. Procedure details: 2.4 g of 50% sodium hydride in oil is added at 0° C. and under an inert atmosphere to 10 g of para-iodo-phenol in 150 ml of dimethylformamide, the mixture is maintained under agitation for 30 minutes and 5.9 ml of benzyl bromide is added. After agitation for 30 minutes while allowing the reaction medium to return to ambient temperature, the reaction medium is poured onto ice and a precipitation of the product is observed. After drying, 14.7 g of expected product is obtained. The reactants are BrBr (bromine), CC=1C=C(C=CC1)N1N=CC(=C(C1=O)OC)OC (1-(3'-methylphenyl)-4,5-dimethoxypyridazin-6-one), C(C)(=O)[O-].[Na+] (sodium acetate). Solvent: ClCCl (dichloromethane), ClCCl (dichloromethane), O (water). The product is BrCC=1C=C(C=CC1)N1N=CC(=C(C1=O)OC)OC (1-(3'-bromomethylphenyl)-4,5-dimethoxypyridazin-6-one). Isolated yield 89.4%. RXN SMILES: [Br:1]Br.[CH3:3][C:4]1[CH:5]=[C:6]([N:10]2[C:15](=[O:16])[C:14]([O:17][CH3:18])=[C:13]([O:19][CH3:20])[CH:12]=[N:11]2)[CH:7]=[CH:8][CH:9]=1.C([O-])(=O)C.[Na+]>ClCCl.O>[Br:1][CH2:3][C:4]1[CH:5]=[C:6]([N:10]2[C:15](=[O:16])[C:14]([O:17][CH3:18])=[C:13]([O:19][CH3:20])[CH:12]=[N:11]2)[CH:7]=[CH:8][CH:9]=1 |f:2.3|. Reported procedure: While stirring vigorously and exposing to light from a 300 watt incandescent lamp, a solution of 80.0 g of bromine in 400 ml of dichloromethane is dripped into a solution of 105 g of 1-(3'-methylphenyl)-4,5-dimethoxypyridazin-6-one and 51.6 g of sodium acetate in 1.5 liters of dichloromethane and 500 ml of water. The dichloromethane is then separated off and the remainder is washed with a sodium carbonate solution and concentrated. There is obtained 124 g of 1-(3'-bromomethylphenyl)-4,5-dimethox... Starting materials: C(C)(C)(C)O[C@H](C(=O)O)C1=C(C2=CC=CC=C2C=C1C)C1=CCCCC1 ((S)-2-tert-butoxy-2-(1-cyclohexenyl-3-methylnaphthalen-2-yl)acetic acid), N1=CC(=CC2=CC=CC=C12)B(O)O (quinolin-3-ylboronic acid). The product is C(C)(C)(C)O[C@H](C(=O)O)C1=C(C2=CC=CC=C2C=C1C)C=1C=NC2=CC=CC=C2C1 ((S)-2-tert-butoxy-2-(3-methyl-1-(quinolin-3-yl)naphthalen-2-yl)acetic acid). As a reaction SMILES: [C:1]([O:5][C@@H:6]([C:10]1[C:19]([CH3:20])=[CH:18][C:17]2[C:12](=[CH:13][CH:14]=[CH:15][CH:16]=2)[C:11]=1C1CCCCC=1)[C:7]([OH:9])=[O:8])([CH3:4])([CH3:3])[CH3:2].[N:27]1[C:36]2[C:31](=[CH:32][CH:33]=[CH:34][CH:35]=2)[CH:30]=[C:29](B(O)O)[CH:28]=1>>[C:1]([O:5][C@@H:6]([C:10]1[C:19]([CH3:20])=[CH:18][C:17]2[C:12](=[CH:13][CH:14]=[CH:15][CH:16]=2)[C:11]=1[C:29]1[CH:28]=[N:27][C:36]2[C:31]([CH:30]=1)=[CH:32][CH:33]=[CH:34][CH:35]=2)[C:7]([OH:9])=[O:8])([CH3:4])([CH3:3])[CH3:2]. Procedure details: (S)-2-tert-Butoxy-2-(3-methyl-1-(quinolin-3-yl)naphthalen-2-yl)acetic acid (16) was prepared following the procedure to make (S)-2-tert-butoxy-2-(1-cyclohexenyl-3-methylnaphthalen-2-yl)acetic acid of Example 6, using quinolin-3-ylboronic acid instead of cyclohexenylboronic acid. The compound is an atropisomer mixture. 1H-NMR: 400 MHz, (CD3OD) δ: 9.20-8.50 (m, 2H), 8.18 (m, 1H), 8.08 (m, 1H), 7.95 (m, 1H), 7.80 (m, 3H), 7.40 (t. 1H), 7.25 (t, 1H), 7.06 (m, 1H), 5.19 (s, 1H), 2.62 (d, 3H), 0.95, 0...